This data is from the Open Reaction Database (ORD), a public repository of structured organic reaction records. The task is: describe an organic reaction: reactants, conditions, products, and yield Reactants: BrCCCCCCCCCCC(=O)O (11-Bromoundecanoic acid), C(C)S (ethanethiol), [OH-].[K+] (potassium hydroxide). Solvent: C(C)O (ethanol), C(C)(=O)OCC (ethyl acetate). Product: C(C)SCCCCCCCCCCC(=O)O (11-(ethylthio)-undecanoic acid). Isolated yield 8.2%. As a reaction SMILES: Br[CH2:2][CH2:3][CH2:4][CH2:5][CH2:6][CH2:7][CH2:8][CH2:9][CH2:10][CH2:11][C:12]([OH:14])=[O:13].[CH2:15]([SH:17])[CH3:16].[OH-].[K+]>C(O)C.C(OCC)(=O)C>[CH2:15]([S:17][CH2:2][CH2:3][CH2:4][CH2:5][CH2:6][CH2:7][CH2:8][CH2:9][CH2:10][CH2:11][C:12]([OH:14])=[O:13])[CH3:16] |f:2.3|. Procedure: 11-Bromoundecanoic acid (1 g, 3.77 mmol, Aldrich) was added to a solution of ethanethiol (0.279 mL, 3.77 mmol, Aldrich) and potassium hydroxide (0.486 g, 8.66 mmol) in absolute ethanol (40 mL) and refluxed for 5 hr under a nitrogen atmosphere. After cooling and acidification with HCl, solvent was removed under reduced pressure to give a white solid. The solid was dissolved in ethyl acetate and extracted with water. The organic phase was dried over sodium sulfate, filtered and the solvent removed... The reactants are BrB(Br)Br, ClCCl, [Na+], [OH-], COc1cnc2c(c1)cc(C(=CC1CCCC1)c1ccc(S(C)(=O)=O)cc1)n2S(=O)(=O)c1ccccc1. Product: CS(=O)(=O)c1ccc(C(=CC2CCCC2)c2cc3cc(O)cnc3n2S(=O)(=O)c2ccccc2)cc1. As a reaction SMILES: [B:38]([Br:39])([Br:40])[Br:41].[Cl:44][CH2:45][Cl:46].[Na+:43].[OH-:42].[c:1]1([S:7](=[O:8])(=[O:9])[n:10]2[c:11]([C:21](=[CH:22][CH:23]3[CH2:24][CH2:25][CH2:26][CH2:27]3)[c:28]3[cH:29][cH:30][c:31]([S:34](=[O:35])(=[O:36])[CH3:37])[cH:32][cH:33]3)[cH:12][c:13]3[c:14]2[n:15][cH:16][c:17]([O:19][CH3:20])[cH:18]3)[cH:2][cH:3][cH:4][cH:5][cH:6]1>>[c:1]1([S:7](=[O:8])(=[O:9])[n:10]2[c:11]([C:21](=[CH:22][CH:23]3[CH2:24][CH2:25][CH2:26][CH2:27]3)[c:28]3[cH:29][cH:30][c:31]([S:34](=[O:35])(=[O:36])[CH3:37])[cH:32][cH:33]3)[cH:12][c:13]3[c:14]2[n:15][cH:16][c:17]([OH:19])[cH:18]3)[cH:2][cH:3][cH:4][cH:5][cH:6]1. Starting materials: COC=1C=C(C=CC1)C1=CC=CC=C1 (3-methoxy-biphenyl), Cl (HCl), [Cl-].[Al+3].[Cl-].[Cl-] (aluminium chloride), C1(CCCC(=O)O1)=O (glutaric acid anhydride). Solvent: ClC(C)Cl (dichloroethane), O (water), ClC(C)Cl (dichloroethane). Run at time 15 minute. Yields the product OC=1C=C(C=CC1C(CCCC(=O)O)=O)C1=CC=CC=C1 (5-(3-Hydroxy-1,1'-biphenyl-4-yl)-5-oxo-pentanoic acid). As a reaction SMILES: [Cl-].[Al+3].[Cl-].[Cl-].[C:5]1(=[O:12])[O:11][C:9](=[O:10])[CH2:8][CH2:7][CH2:6]1.C[O:14][C:15]1[CH:16]=[C:17]([C:21]2[CH:26]=[CH:25][CH:24]=[CH:23][CH:22]=2)[CH:18]=[CH:19][CH:20]=1.Cl>ClC(Cl)C.O>[OH:14][C:15]1[CH:16]=[C:17]([C:21]2[CH:22]=[CH:23][CH:24]=[CH:25][CH:26]=2)[CH:18]=[CH:19][C:20]=1[C:9](=[O:10])[CH2:8][CH2:7][CH2:6][C:5]([OH:11])=[O:12] |f:0.1.2.3|. Procedure: 24 g aluminium chloride are added at 0° C. to a solution of 10 g glutaric acid anhydride in 300 ml dichloroethane. After stirring for 15 mins. at 0° to 5° C., 15 g 3-methoxy-biphenyl in 50 ml dichloroethane are added rapidly at ca. 0° C. The reaction mixture is stirred for 24 hours at room temperature, poured onto a mixture of ice and conc. HCl and diluted with water. The organic phase is separated off and the aqueous phase extracted 3×with methylene chloride. The combined organic phases are was... Reactants: O1CCCC1 (tetrahydrofuran), [H-].[Al+3].[Li+].[H-].[H-].[H-] (lithium aluminium hydride), CC1=C(N=C(O1)C1=CC=C(C=C1)C)CC=1C=C(CC(C(=O)OCC)C(=O)OCC)C=CC1 (diethyl 3-{[5-methyl-2-(p-tolyl)oxazol-4-yl]methyl}benzylmalonate), O1CCCC1 (tetrahydrofuran), [OH-].[Na+] (sodium hydroxide). The solvent is O (water), O (water). Product: CC1=C(N=C(O1)C1=CC=C(C=C1)C)CC=1C=C(CC(CO)CO)C=CC1 (2-[3-{[5-Methyl-2-(p-tolyl)oxazol-4-yl]methyl}benzyl]-1,3-propanediol). Yield: 73.0%. As a reaction SMILES: O1CCCC1.[H-].[Al+3].[Li+].[H-].[H-].[H-].[CH3:12][C:13]1[O:17][C:16]([C:18]2[CH:23]=[CH:22][C:21]([CH3:24])=[CH:20][CH:19]=2)=[N:15][C:14]=1[CH2:25][C:26]1[CH:27]=[C:28]([CH:41]=[CH:42][CH:43]=1)[CH2:29][CH:30]([C:36](OCC)=[O:37])[C:31](OCC)=[O:32].[OH-].[Na+]>O>[CH3:12][C:13]1[O:17][C:16]([C:18]2[CH:19]=[CH:20][C:21]([CH3:24])=[CH:22][CH:23]=2)=[N:15][C:14]=1[CH2:25][C:26]1[CH:27]=[C:28]([CH:41]=[CH:42][CH:43]=1)[CH2:29][CH:30]([CH2:36][OH:37])[CH2:31][OH:32] |f:1.2.3.4.5.6,8.9|. Reported procedure: To 30 ml of dry tetrahydrofuran, 854 mg of lithium aluminium hydride was added, and 3.94 g of diethyl 3-{[5-methyl-2-(p-tolyl)oxazol-4-yl]methyl}benzylmalonate/10 ml of dry tetrahydrofuran was added dropwise with stirring under ice-cooling. The mixture was stirred for 1.5 hours at room temperature and cooled with ice-cold water. To the mixture were added dropwise 0.85 ml of water, 0.85 ml of 15% sodium hydroxide solution and 2.5 ml of water sequentially, and stirred for 15 minutes. The mixture w... Reactants: C1(=CC=CC=C1)N1N=C(N=C1)O (1-phenyl-3-hydroxy-1,2,4-triazole), ClCl (chlorine). Run in alcohol, C(C)N(CC)CC (triethylamine). Product: C1(=CC=CC=C1)N1N=C(N=C1Cl)O (1-phenyl-5-chloro-3-hydroxy-1,2,4-triazole). Reaction SMILES: [C:1]1([N:7]2[CH:11]=[N:10][C:9]([OH:12])=[N:8]2)[CH:6]=[CH:5][CH:4]=[CH:3][CH:2]=1.[Cl:13]Cl>C(N(CC)CC)C>[C:1]1([N:7]2[C:11]([Cl:13])=[N:10][C:9]([OH:12])=[N:8]2)[CH:2]=[CH:3][CH:4]=[CH:5][CH:6]=1. Reported procedure: 32.2 g of 1-phenyl-3-hydroxy-1,2,4-triazole and 40.5 g of triethylamine are dissolved in 300 ml of absolute alcohol. While cooling, 21.3 g of chlorine are passed in (20° to 30°C). Triethylamino hydrochloride is filtered off and the filtrate is concentrated in a rotary evaporator. The residue is treated with 300 ml of water and extracted 4 times with 200 ml of ether each time. The combined ethereal extracts are dried over sodium sulphate. The drying agent is filtered off and the filtrate concentr... Yields the product CC#CCn1c(N2CCN(C(=O)OC(C)(C)C)CC2)nc2nc(C#N)n(Cc3ccccc3C#N)c(=O)c21. The reactants are CC#CCn1c(N2CCN(C(=O)OC(C)(C)C)CC2)nc2nc(Cl)n(Cc3ccccc3C#N)c(=O)c21, CN(C)C=O, N#C[Na]. As a reaction SMILES: [CH2:1]([C:2]#[C:3][CH3:4])[n:5]1[c:6]([N:25]2[CH2:26][CH2:27][N:28]([C:31](=[O:32])[O:33][C:34]([CH3:35])([CH3:36])[CH3:37])[CH2:29][CH2:30]2)[n:7][c:8]2[n:9][c:10]([Cl:24])[n:11]([CH2:15][c:16]3[c:17]([C:22]#[N:23])[cH:18][cH:19][cH:20][cH:21]3)[c:12](=[O:14])[c:13]12.[CH3:41][N:42]([CH3:43])[CH:44]=[O:45].[Na:38][C:39]#[N:40]>>[CH2:1]([C:2]#[C:3][CH3:4])[n:5]1[c:6]([N:25]2[CH2:26][CH2:27][N:28]([C:31](=[O:32])[O:33][C:34]([CH3:35])([CH3:36])[CH3:37])[CH2:29][CH2:30]2)[n:7][c:8]2[n:9][c:10]([C:39]#[N:40])[n:11]([CH2:15][c:16]3[c:17]([C:22]#[N:23])[cH:18][cH:19][cH:20][cH:21]3)[c:12](=[O:14])[c:13]12.